Dataset: the Open Reaction Database (ORD), a public repository of structured organic reaction records. Task: describe an organic reaction: reactants, conditions, products, and yield Starting materials: C1(CC1)C(CO)C1=CC=C(C=C1)Cl (2-cyclopropyl-2-(4-chlorophenyl)ethanol), FC1=C(C=C(C=C1)CCl)OC1=CC=CC=C1 ((4-fluoro-3-phenoxyphenyl)methyl chloride), O (water), [H-].[Na+] (sodium hydride). Solvent: O1CCCC1 (tetrahydrofuran), O1CCCC1 (tetrahydrofuran), O1CCCC1 (tetrahydrofuran). Run at temperature 0 celsius, time 30 minute. The product is C1(CC1)C(COCC1=CC(=C(C=C1)F)OC1=CC=CC=C1)C1=CC=C(C=C1)Cl ((4-fluoro3-phenoxyphenyl)methyl 2-cyclopropyl-2-(4-chlorophenyl)ethyl ether). The yield is 39.9%. RXN SMILES: [H-].[Na+].[CH:3]1([CH:6]([C:9]2[CH:14]=[CH:13][C:12]([Cl:15])=[CH:11][CH:10]=2)[CH2:7][OH:8])[CH2:5][CH2:4]1.[F:16][C:17]1[CH:22]=[CH:21][C:20]([CH2:23]Cl)=[CH:19][C:18]=1[O:25][C:26]1[CH:31]=[CH:30][CH:29]=[CH:28][CH:27]=1.O>O1CCCC1>[CH:3]1([CH:6]([C:9]2[CH:14]=[CH:13][C:12]([Cl:15])=[CH:11][CH:10]=2)[CH2:7][O:8][CH2:23][C:20]2[CH:21]=[CH:22][C:17]([F:16])=[C:18]([O:25][C:26]3[CH:27]=[CH:28][CH:29]=[CH:30][CH:31]=3)[CH:19]=2)[CH2:5][CH2:4]1 |f:0.1|. Reported procedure: A stirred suspension of 0.1 gram (0.0044 mole) of sodium hydride in 5 mL of tetrahydrofuran was cooled to 0° C., and a solution of 0.8 gram (0.0041 mole) of 2-cyclopropyl-2-(4-chlorophenyl)ethanol in 2.5 mL of tetrahydrofuran was added via syringe during a two minute period. Upon completion of addition, the reaction mixture was allowed to warm to ambient temperature where it stirred for 30 minutes and then was heated to 55° C. where it stirred for 1.5 hours. The reaction mixture was cooled to am... The reactants are O=C([O-])[O-], CC#CCn1c(N2CCCC(NC(=O)OC(C)(C)C)C2)nc2c1c(=O)[nH]c(=O)n2C, [K+], [K+], CC(C)OC(=O)N=NC(=O)OC(C)C, C1CCOC1, c1ccc(P(c2ccccc2)c2ccccc2)cc1, OCc1ccoc1. Yields the product CC#CCn1c(N2CCCC(NC(=O)OC(C)(C)C)C2)nc2c1c(=O)n(Cc1ccoc1)c(=O)n2C. As a reaction SMILES: [C:71](=[O:72])([O-:73])[O-:74].[CH3:1][n:2]1[c:3](=[O:30])[nH:4][c:5](=[O:29])[c:6]2[n:7]([CH2:25][C:26]#[C:27][CH3:28])[c:8]([N:11]3[CH2:12][CH:13]([NH:17][C:18](=[O:19])[O:20][C:21]([CH3:22])([CH3:23])[CH3:24])[CH2:14][CH2:15][CH2:16]3)[n:9][c:10]12.[K+:75].[K+:76].[O:57]=[C:58]([O:59][CH:60]([CH3:61])[CH3:62])[N:63]=[N:64][C:65]([O:66][CH:67]([CH3:68])[CH3:69])=[O:70].[O:77]1[CH2:78][CH2:79][CH2:80][CH2:81]1.[c:38]1([P:39]([c:40]2[cH:41][cH:42][cH:43][cH:44][cH:45]2)[c:46]2[cH:47][cH:48][cH:49][cH:50][cH:51]2)[cH:52][cH:53][cH:54][cH:55][cH:56]1.[o:31]1[cH:32][c:33]([CH2:36][OH:37])[cH:34][cH:35]1>>[CH3:1][n:2]1[c:3](=[O:30])[n:4]([CH2:36][c:33]2[cH:32][o:31][cH:35][cH:34]2)[c:5](=[O:29])[c:6]2[n:7]([CH2:25][C:26]#[C:27][CH3:28])[c:8]([N:11]3[CH2:12][CH:13]([NH:17][C:18](=[O:19])[O:20][C:21]([CH3:22])([CH3:23])[CH3:24])[CH2:14][CH2:15][CH2:16]3)[n:9][c:10]12. The reactants are CSCc1cccc2cc[nH]c12, OC(c1ccc(Cl)cc1F)C1CC1, ClCCl, O=C(O)C(F)(F)F. Product: CSCc1cccc2c(C(c3ccc(Cl)cc3F)C3CC3)c[nH]c12. As a reaction SMILES: [CH3:8][S:9][CH2:10][c:11]1[cH:12][cH:13][cH:14][c:15]2[cH:16][cH:17][nH:18][c:19]12.[Cl:20][c:21]1[cH:22][c:23]([F:32])[c:24]([CH:27]([OH:28])[CH:29]2[CH2:30][CH2:31]2)[cH:25][cH:26]1.[Cl:33][CH2:34][Cl:35].[OH:1][C:2]([C:3]([F:4])([F:5])[F:6])=[O:7]>>[CH3:8][S:9][CH2:10][c:11]1[cH:12][cH:13][cH:14][c:15]2[c:16]([CH:27]([c:24]3[c:23]([F:32])[cH:22][c:21]([Cl:20])[cH:26][cH:25]3)[CH:29]3[CH2:30][CH2:31]3)[cH:17][nH:18][c:19]12. Starting materials: CO, COC(=N)C(Nc1ccc(Cl)cc1)C(C)C, OCc1cccc(Oc2ccccc2)c1. Yields the product CC(C)C(Nc1ccc(Cl)cc1)C(=N)OCc1cccc(Oc2ccccc2)c1. RXN SMILES: [CH3:32][OH:33].[Cl:1][c:2]1[cH:3][cH:4][c:5]([NH:8][CH:9]([C:10]([O:11][CH3:12])=[NH:13])[CH:14]([CH3:15])[CH3:16])[cH:6][cH:7]1.[O:17]([c:18]1[cH:19][cH:20][cH:21][cH:22][cH:23]1)[c:24]1[cH:25][c:26]([CH2:27][OH:28])[cH:29][cH:30][cH:31]1>>[Cl:1][c:2]1[cH:3][cH:4][c:5]([NH:8][CH:9]([C:10]([O:11][CH2:12][c:26]2[cH:25][c:24]([O:17][c:18]3[cH:19][cH:20][cH:21][cH:22][cH:23]3)[cH:31][cH:30][cH:29]2)=[NH:13])[CH:14]([CH3:15])[CH3:16])[cH:6][cH:7]1. Reactants: O=C(OCC)C=1C=CN=CC1, [Zn].O=S(O)C(F)(F)F. Reagents/catalysts: OOC(C)(C)C. Run in O, ClCCl. Conditions: temperature 25 celsius, time 24 hour. Product: O=C(OCC)C=1C=CN=C(C1)C(F)(F)F. Isolated yield 7.0%. Starting materials: C=C(C)C, CSC(=S)NCCO, ClCCl, [Na+], [OH-], O=S(=O)(O)O. The product is CSC(=S)NCCOC(C)(C)C. As a reaction SMILES: [CH2:9]=[C:10]([CH3:11])[CH3:12].[CH3:1][S:2][C:3]([NH:4][CH2:5][CH2:6][OH:7])=[S:8].[Cl:20][CH2:21][Cl:22].[Na+:19].[OH-:18].[S:13](=[O:14])(=[O:15])([OH:16])[OH:17]>>[CH3:1][S:2][C:3]([NH:4][CH2:5][CH2:6][O:7][C:10]([CH3:9])([CH3:11])[CH3:12])=[S:8]. Starting materials: C(C)OC(=O)C=1C(=C2C(=C(N1)C)N(C(=C2C#N)C2=CC=C(C=C2)F)C2=CC=CC=C2)O (3-cyano-2-(4-fluoro-phenyl)-4-hydroxy-7-methyl-1-phenyl-1H-pyrrolo[2,3-c]pyridine-5-carboxylic acid ethyl ester), NCC(=O)O (glycine), C[O-].[Na+].CO (NaOMe HOMe). Yields the product C(#N)C1=C(N(C2=C(N=C(C(=C21)O)C(=O)NCC(=O)O)C)C2=CC=CC=C2)C2=CC=C(C=C2)F ({[3-Cyano-2-(4-fluoro-phenyl)-4-hydroxy-7-methyl-1-phenyl-1H-pyrrolo[2,3-c]pyridine-5-carbonyl]-amino}-acetic acid). RXN SMILES: C(O[C:4]([C:6]1[C:7]([OH:31])=[C:8]2[C:15]([C:16]#[N:17])=[C:14]([C:18]3[CH:23]=[CH:22][C:21]([F:24])=[CH:20][CH:19]=3)[N:13]([C:25]3[CH:30]=[CH:29][CH:28]=[CH:27][CH:26]=3)[C:9]2=[C:10]([CH3:12])[N:11]=1)=[O:5])C.[NH2:32][CH2:33][C:34]([OH:36])=[O:35].C[O-].[Na+].CO>>[C:16]([C:15]1[C:8]2[C:9](=[C:10]([CH3:12])[N:11]=[C:6]([C:4]([NH:32][CH2:33][C:34]([OH:36])=[O:35])=[O:5])[C:7]=2[OH:31])[N:13]([C:25]2[CH:30]=[CH:29][CH:28]=[CH:27][CH:26]=2)[C:14]=1[C:18]1[CH:23]=[CH:22][C:21]([F:24])=[CH:20][CH:19]=1)#[N:17] |f:2.3.4|. Procedure details: Prepared in analogy to that of Example 1(e) from 3-cyano-2-(4-fluoro-phenyl)-4-hydroxy-7-methyl-1-phenyl-1H-pyrrolo[2,3-c]pyridine-5-carboxylic acid ethyl ester, glycine and NaOMe/HOMe. The title compound, ESI MS (m/z): 445 (M+H)+. Reactants: CCCC[N+](CCCC)(CCCC)CCCC, [F-], C[Si](C)(C)C(F)(F)F, CC(C)(C)OC(=O)N1CCC(=O)CC1, C1CCOC1. As a reaction SMILES: [CH3:2][CH2:3][CH2:4][CH2:5][N+:6]([CH2:7][CH2:8][CH2:9][CH3:10])([CH2:11][CH2:12][CH2:13][CH3:14])[CH2:15][CH2:16][CH2:17][CH3:18].[F-:1].[F:19][C:20]([F:21])([F:22])[Si:23]([CH3:24])([CH3:25])[CH3:26].[O:27]=[C:28]1[CH2:29][CH2:30][N:31]([C:34](=[O:35])[O:36][C:37]([CH3:38])([CH3:39])[CH3:40])[CH2:32][CH2:33]1.[O:41]1[CH2:42][CH2:43][CH2:44][CH2:45]1>>[F:19][C:20]([F:21])([F:22])[C:28]1([OH:27])[CH2:29][CH2:30][N:31]([C:34](=[O:35])[O:36][C:37]([CH3:38])([CH3:39])[CH3:40])[CH2:32][CH2:33]1. Product: CC(C)(C)OC(=O)N1CCC(O)(C(F)(F)F)CC1. Reactants: [Al+3], C1CCOC1, CCOC(C)=O, ClCCl, [H-], [H-], [H-], [H-], [Li+], COC(=O)c1cccc(CN(CC(O)C(F)(F)F)c2cccc(Oc3ccccc3)c2)c1. Yields the product OCc1cccc(CN(CC(O)C(F)(F)F)c2cccc(Oc3ccccc3)c2)c1. Reaction SMILES: [Al+3:34].[CH2:39]1[O:40][CH2:41][CH2:42][CH2:43]1.[CH3:47][CH2:48][O:49][C:50](=[O:51])[CH3:52].[Cl:44][CH2:45][Cl:46].[H-:33].[H-:36].[H-:37].[H-:38].[Li+:35].[O:1]([c:2]1[cH:3][cH:4][cH:5][cH:6][cH:7]1)[c:8]1[cH:9][c:10]([N:14]([CH2:15][CH:16]([C:17]([F:18])([F:19])[F:20])[OH:21])[CH2:22][c:23]2[cH:24][c:25]([C:26](=[O:27])[O:28][CH3:29])[cH:30][cH:31][cH:32]2)[cH:11][cH:12][cH:13]1>>[O:1]([c:2]1[cH:3][cH:4][cH:5][cH:6][cH:7]1)[c:8]1[cH:9][c:10]([N:14]([CH2:15][CH:16]([C:17]([F:18])([F:19])[F:20])[OH:21])[CH2:22][c:23]2[cH:24][c:25]([CH2:26][OH:27])[cH:30][cH:31][cH:32]2)[cH:11][cH:12][cH:13]1.